From a dataset of the Open Reaction Database (ORD), a public repository of structured organic reaction records. describe an organic reaction: reactants, conditions, products, and yield The reactants are CCOC(=O)CN1CCCCC1=C[OH2+], ClCCl, NNc1ccc(Cl)cc1Cl, [K+], [OH-], O, O=S(=O)([O-])F. Product: CCOC(=O)CN1CCCCC1=NNc1ccc(Cl)cc1Cl. Reaction SMILES: [CH2:16]([CH3:17])[O:18][C:19]([CH2:20][N:21]1[C:22](=[CH:27][OH2+:28])[CH2:23][CH2:24][CH2:25][CH2:26]1)=[O:29].[CH2:33]([Cl:34])[Cl:35].[Cl:1][c:2]1[c:3]([NH:9][NH2:10])[cH:4][cH:5][c:6]([Cl:8])[cH:7]1.[K+:32].[OH-:31].[OH2:30].[S:11]([F:12])([O-:13])(=[O:14])=[O:15]>>[Cl:1][c:2]1[c:3]([NH:9][N:10]=[C:22]2[N:21]([CH2:20][C:19]([O:18][CH2:16][CH3:17])=[O:29])[CH2:26][CH2:25][CH2:24][CH2:23]2)[cH:4][cH:5][c:6]([Cl:8])[cH:7]1. Starting materials: C(C)OC(CC1=C(N(C2=CC=C(C=C12)F)CC1=C(C=C(C=C1)S(=O)(=O)C)C(F)(F)F)C)=O ([5-fluoro-(4-methanesulfonyl-2-trifluoromethyl-benzyl)-2-methyl-1H-indol-3-yl]-acetic acid ethyl ester), [Li+].[OH-] (LiOH). The solvent is C1CCOC1 (THF). Conditions: time 2 hour. The product is FC=1C=C2C(=C(N(C2=CC1)CC1=C(C=C(C=C1)S(=O)(=O)C)C(F)(F)F)C)CC(=O)O ([5-fluoro-(4-methanesulfonyl-2-trifluoromethyl-benzyl)-2-methyl-1H-indol-3-yl]-acetic acid). RXN SMILES: C([O:3][C:4](=[O:32])[CH2:5][C:6]1[C:14]2[C:9](=[CH:10][CH:11]=[C:12]([F:15])[CH:13]=2)[N:8]([CH2:16][C:17]2[CH:22]=[CH:21][C:20]([S:23]([CH3:26])(=[O:25])=[O:24])=[CH:19][C:18]=2[C:27]([F:30])([F:29])[F:28])[C:7]=1[CH3:31])C.[Li+].[OH-]>C1COCC1>[F:15][C:12]1[CH:13]=[C:14]2[C:9](=[CH:10][CH:11]=1)[N:8]([CH2:16][C:17]1[CH:22]=[CH:21][C:20]([S:23]([CH3:26])(=[O:24])=[O:25])=[CH:19][C:18]=1[C:27]([F:28])([F:29])[F:30])[C:7]([CH3:31])=[C:6]2[CH2:5][C:4]([OH:32])=[O:3] |f:1.2|. Procedure: To a stirring solution of [5-fluoro-(4-methanesulfonyl-2-trifluoromethyl-benzyl)-2-methyl-1H-indol-3-yl]-acetic acid ethyl ester (28 mg, 0.06 mmol) dissolved in THF (1 ml) at room temperature, is added 2N LiOH aq (1 ml). The reaction mixture is stirred at room temperature for 2 h and partitioned between water/EtOAc (20 ml). The aqueous phase is separated and acidified with 1N HCl aq to pH 4. The product is extracted into EtOAc (20 ml), dried (MgSO4) and evaporated in vacuo; [M+H]+ 444. The reactants are CC#N, O=C1CCC(=O)N1Cl, O, O=Cc1ccc2[nH]ncc2c1. The product is O=Cc1ccc2[nH]nc(Cl)c2c1. Reaction SMILES: [CH3:21][C:22]#[N:23].[Cl:12][N:13]1[C:14](=[O:15])[CH2:16][CH2:17][C:18]1=[O:19].[OH2:20].[nH:1]1[n:2][cH:3][c:4]2[cH:5][c:6]([CH:10]=[O:11])[cH:7][cH:8][c:9]12>>[nH:1]1[n:2][c:3]([Cl:12])[c:4]2[cH:5][c:6]([CH:10]=[O:11])[cH:7][cH:8][c:9]12. Reactants: CO, [H][H], O=c1[nH]c2ccccc2n1CCCN1CCN(Cc2ccccc2)CC1. The product is O=c1[nH]c2ccccc2n1CCCN1CCNCC1. Reaction SMILES: [CH3:29][OH:30].[H:27][H:28].[c:1]1([CH2:2][N:8]2[CH2:9][CH2:10][N:11]([CH2:14][CH2:15][CH2:16][n:17]3[c:18](=[O:26])[nH:19][c:20]4[c:21]3[cH:22][cH:23][cH:24][cH:25]4)[CH2:12][CH2:13]2)[cH:3][cH:4][cH:5][cH:6][cH:7]1>>[NH:8]1[CH2:9][CH2:10][N:11]([CH2:14][CH2:15][CH2:16][n:17]2[c:18](=[O:26])[nH:19][c:20]3[c:21]2[cH:22][cH:23][cH:24][cH:25]3)[CH2:12][CH2:13]1.